This data is from the Open Reaction Database (ORD), a public repository of structured organic reaction records. The task is: describe an organic reaction: reactants, conditions, products, and yield Reactants: ClCCl, CC(C)CC(O)c1cc2cccnc2n1S(=O)(=O)c1ccccc1. Yields the product CC(C)CC(=O)c1cc2cccnc2n1S(=O)(=O)c1ccccc1. As a reaction SMILES: [Cl:25][CH2:26][Cl:27].[c:1]1([S:7](=[O:8])(=[O:9])[n:10]2[c:11]([CH:19]([CH2:20][CH:21]([CH3:22])[CH3:23])[OH:24])[cH:12][c:13]3[c:14]2[n:15][cH:16][cH:17][cH:18]3)[cH:2][cH:3][cH:4][cH:5][cH:6]1>>[c:1]1([S:7](=[O:8])(=[O:9])[n:10]2[c:11]([C:19]([CH2:20][CH:21]([CH3:22])[CH3:23])=[O:24])[cH:12][c:13]3[c:14]2[n:15][cH:16][cH:17][cH:18]3)[cH:2][cH:3][cH:4][cH:5][cH:6]1. Starting materials: ClCCl, O=Cc1ccc2c(c1)OC(C(Cl)C(F)(F)F)(C(F)(F)F)O2, O=C(OO)c1cccc(Cl)c1. The product is Oc1ccc2c(c1)OC(C(Cl)C(F)(F)F)(C(F)(F)F)O2. As a reaction SMILES: [CH2:33]([Cl:34])[Cl:35].[Cl:1][CH:2]([C:3]([F:4])([F:5])[F:6])[C:7]1([C:18]([F:19])([F:20])[F:21])[O:8][c:9]2[c:10]([cH:12][cH:13][c:14]([CH:16]=[O:17])[cH:15]2)[O:11]1.[Cl:22][c:23]1[cH:24][cH:25][cH:26][c:27]([C:28]([O:29][OH:31])=[O:30])[cH:32]1>>[Cl:1][CH:2]([C:3]([F:4])([F:5])[F:6])[C:7]1([C:18]([F:19])([F:20])[F:21])[O:8][c:9]2[c:10]([cH:12][cH:13][c:14]([OH:30])[cH:15]2)[O:11]1. Reactants: BrC=1C=NC(=NC1)Cl (5-bromo-2-chloropyrimidine), Cl.CNC (dimethylamine hydrochloride), C(=O)([O-])[O-].[K+].[K+] (K2CO3). Solvent: CCO (EtOH). Run at temperature 120 celsius. Yields the product BrC=1C=NC(=NC1)N(C)C (5-bromo-N,N-dimethylpyrimidin-2-amine). Reaction SMILES: [Br:1][C:2]1[CH:3]=[N:4][C:5](Cl)=[N:6][CH:7]=1.Cl.[CH3:10][NH:11][CH3:12].C([O-])([O-])=O.[K+].[K+]>CCO>[Br:1][C:2]1[CH:3]=[N:4][C:5]([N:11]([CH3:12])[CH3:10])=[N:6][CH:7]=1 |f:1.2,3.4.5|. Procedure details: A mixture of 5-bromo-2-chloropyrimidine (1 g, 5.18 mmol), dimethylamine hydrochloride (1.26 g, 15.6 mmol) and K2CO3 (2.16 g, 15.6 mmol) in EtOH (15 mL) was heated to 120° C. for 16 h. After cooling, the solvent was evaporated off and the residue was used for next step without further purification. LCMS (m/z): 202.1/203.1 [M+H]+/[M+2H]+ Starting materials: BrCC(=O)C1=CC(=C(C=C1)C1=NC=CC=C1)OC (2-bromo-1-(3-methoxy-4-pyridin-2-ylphenyl)ethanone), NC=1SC=C(N1)C (2-amino-4-methylthiazole). The solvent is C(C)O (ethanol). The product is COC=1C=C(C=CC1C1=NC=CC=C1)C=1N=C2SC=C(N2C1)C (6-(3-methoxy-4-pyridin-2-ylphenyl)-3-methylimidazo[2,1-b][1,3]thiazole). RXN SMILES: Br[CH2:2][C:3]([C:5]1[CH:10]=[CH:9][C:8]([C:11]2[CH:16]=[CH:15][CH:14]=[CH:13][N:12]=2)=[C:7]([O:17][CH3:18])[CH:6]=1)=O.[NH2:19][C:20]1[S:21][CH:22]=[C:23]([CH3:25])[N:24]=1>C(O)C>[CH3:18][O:17][C:7]1[CH:6]=[C:5]([C:3]2[N:19]=[C:20]3[N:24]([CH:2]=2)[C:23]([CH3:25])=[CH:22][S:21]3)[CH:10]=[CH:9][C:8]=1[C:11]1[CH:16]=[CH:15][CH:14]=[CH:13][N:12]=1. Reported procedure: A solution of 2-bromo-1-(3-methoxy-4-pyridin-2-ylphenyl)ethanone (300 mg, 0.98 mmol) and 2-amino-4-methylthiazole (112 mg, 0.98 mmol) in ethanol (5 mL) was heated to reflux for 2 h, then concentrated. The residue was dissolved in ethyl acetate (25 mL) and washed with a solution of saturated aqueous sodium bicarbonate (10 mL) and brine (10 mL), then dried (MgSO4) and concentrated. The residue was purified by flash column chromatography on silica gel eluting with EtOAc:hexanes (2:1) to afford 6-(3... Reactants: ClC1=NC(=C2N=C(N(C2=N1)C)C=O)N1CCOCC1 (2-chloro-9-methyl-6-morpholin-4-yl-9H-purine-8-carbaldehyde), C(C)C1=NC2=C(N1)C=CC=C2 (2-ethyl-1H-benzoimidazole), C([O-])([O-])=O.[Cs+].[Cs+] (cesium carbonate), CC(C)C1=CC(=C(C(=C1)C(C)C)C2=C(C=CC=C2)P(C3CCCCC3)C4CCCCC4)C(C)C (Xphos). The reagents and catalysts are C=1C=CC(=CC1)/C=C/C(=O)/C=C/C2=CC=CC=C2.C=1C=CC(=CC1)/C=C/C(=O)/C=C/C2=CC=CC=C2.C=1C=CC(=CC1)/C=C/C(=O)/C=C/C2=CC=CC=C2.[Pd].[Pd] (Pd2(dba)3). The solvent is O1CCOCC1 (dioxane). Reaction conditions: temperature 145 celsius. Yields the product CN1C2=NC(=NC(=C2N=C1C=O)N1CCOCC1)N1C(=NC2=C1C=CC=C2)C (9-Methyl-2-(2-methylbenzoimidazol-1-yl)-6-morpholin-4-yl-9H-purine-8-carbaldehyde). The yield is 48.9%. RXN SMILES: CC(C1C=C(C(C)C)C(C2C=CC=CC=2P(C2CCCCC2)C2CCCCC2)=C(C(C)C)C=1)C.Cl[C:36]1[N:44]=[C:43]2[C:39]([N:40]=[C:41]([CH:46]=[O:47])[N:42]2[CH3:45])=[C:38]([N:48]2[CH2:53][CH2:52][O:51][CH2:50][CH2:49]2)[N:37]=1.[CH2:54]([C:56]1[NH:60][C:59]2[CH:61]=[CH:62][CH:63]=[CH:64][C:58]=2[N:57]=1)C.C(=O)([O-])[O-].[Cs+].[Cs+]>O1CCOCC1.C1C=CC(/C=C/C(/C=C/C2C=CC=CC=2)=O)=CC=1.C1C=CC(/C=C/C(/C=C/C2C=CC=CC=2)=O)=CC=1.C1C=CC(/C=C/C(/C=C/C2C=CC=CC=2)=O)=CC=1.[Pd].[Pd]>[CH3:45][N:42]1[C:41]([CH:46]=[O:47])=[N:40][C:39]2[C:43]1=[N:44][C:36]([N:57]1[C:58]3[CH:64]=[CH:63][CH:62]=[CH:61][C:59]=3[N:60]=[C:56]1[CH3:54])=[N:37][C:38]=2[N:48]1[CH2:53][CH2:52][O:51][CH2:50][CH2:49]1 |f:3.4.5,7.8.9.10.11|. Reported procedure: A mixture of Pd2(dba)3 (161 mg, 0.18 mmol), Xphos (CAS Reg. No. 564483-18-7, 336 mg, 0.72 mmol), 2-chloro-9-methyl-6-morpholin-4-yl-9H-purine-8-carbaldehyde (1.0 g, 3.52 mmol), 2-ethyl-1H-benzoimidazole (500 mg, 3.73 mmol), cesium carbonate (2.3 g, 7 mmol) in dioxane (15 mL) was degassed for 5 min and heated at 145° C. for 30 min under microwave irradiation. The reaction mixture was filtered while still hot through a pad of celite, and the pad was washed with hot dioxane. The product precipitate... Reactants: COc1cccc(C(=CC=CC(=O)Oc2ccc([N+](=O)[O-])cc2)c2cccc(OC)c2)c1, C1CCOC1, NCCCCCCc1cccnc1. Product: COc1cccc(C(=CC=CC(=O)NCCCCCCc2cccnc2)c2cccc(OC)c2)c1. Reaction SMILES: [N+:1]([c:2]1[cH:3][cH:4][c:5]([O:10][C:11](=[O:6])[CH:12]=[CH:13][CH:14]=[C:15]([c:16]2[cH:17][c:18]([O:22][CH3:23])[cH:19][cH:20][cH:21]2)[c:24]2[cH:25][c:26]([O:30][CH3:31])[cH:27][cH:28][cH:29]2)[cH:7][cH:8]1)([O-:9])=[O:32].[O:46]1[CH2:47][CH2:48][CH2:49][CH2:50]1.[n:33]1[cH:34][c:35]([CH2:39][CH2:40][CH2:41][CH2:42][CH2:43][CH2:44][NH2:45])[cH:36][cH:37][cH:38]1>>[O:10]=[C:11]([CH:12]=[CH:13][CH:14]=[C:15]([c:16]1[cH:17][c:18]([O:22][CH3:23])[cH:19][cH:20][cH:21]1)[c:24]1[cH:25][c:26]([O:30][CH3:31])[cH:27][cH:28][cH:29]1)[NH:45][CH2:44][CH2:43][CH2:42][CH2:41][CH2:40][CH2:39][c:35]1[cH:34][n:33][cH:38][cH:37][cH:36]1. Reactants: C1CCOC1, [H-], CCCI, [Na+], O=Cc1c[nH]cn1. Yields the product CCCn1cnc(C=O)c1. RXN SMILES: [CH2:14]1[O:15][CH2:16][CH2:17][CH2:18]1.[H-:2].[I:10][CH2:11][CH2:12][CH3:13].[Na+:1].[nH:3]1[cH:4][n:5][c:6]([CH:8]=[O:9])[cH:7]1>>[n:3]1([CH2:11][CH2:12][CH3:13])[cH:4][n:5][c:6]([CH:8]=[O:9])[cH:7]1.